From a dataset of the Open Reaction Database (ORD), a public repository of structured organic reaction records. describe an organic reaction: reactants, conditions, products, and yield The reactants are C1CCOC1, O=C(CBr)c1ccc(-c2ccccc2)cc1, c1ccn2cncc2c1. Yields the product [Br-], O=C(C[n+]1cc2ccccn2c1)c1ccc(-c2ccccc2)cc1. Reaction SMILES: [O:26]1[CH2:27][CH2:28][CH2:29][CH2:30]1.[c:10]1(-[c:16]2[cH:17][cH:18][c:19]([C:20]([CH2:21][Br:22])=[O:23])[cH:24][cH:25]2)[cH:11][cH:12][cH:13][cH:14][cH:15]1.[cH:1]1[n:2][cH:3][n:4]2[c:5]1[cH:6][cH:7][cH:8][cH:9]2>>[Br-:22].[cH:1]1[n+:2]([CH2:21][C:20]([c:19]2[cH:18][cH:17][c:16](-[c:10]3[cH:11][cH:12][cH:13][cH:14][cH:15]3)[cH:25][cH:24]2)=[O:23])[cH:3][n:4]2[c:5]1[cH:6][cH:7][cH:8][cH:9]2.